Dataset: the Open Reaction Database (ORD), a public repository of structured organic reaction records. Task: describe an organic reaction: reactants, conditions, products, and yield Starting materials: solution, Cl (hydrogen chloride), NC1=NC=CC=C1CCN1C(C=2C(C1=O)=CC=CC2)=O (2-amino-3-[2-(phthalimido)ethyl]pyridine). Run in CO (methanol), CO (methanol). Product: Cl.NC1=NC=CC=C1CCN1C(C=2C(C1=O)=CC=CC2)=O (2-amino-3-[2-(phthalimido)ethyl]-pyridine hydrochloride). Yield: 79.0%. As a reaction SMILES: [NH2:1][C:2]1[C:7]([CH2:8][CH2:9][N:10]2[C:14](=[O:15])[C:13]3=[CH:16][CH:17]=[CH:18][CH:19]=[C:12]3[C:11]2=[O:20])=[CH:6][CH:5]=[CH:4][N:3]=1.[ClH:21]>CO>[ClH:21].[NH2:1][C:2]1[C:7]([CH2:8][CH2:9][N:10]2[C:11](=[O:20])[C:12]3=[CH:19][CH:18]=[CH:17][CH:16]=[C:13]3[C:14]2=[O:15])=[CH:6][CH:5]=[CH:4][N:3]=1 |f:3.4|. Procedure details: In 5 ml of methanol was dissolved 237 mg (0.792 mmol) of 2-amino-3-[2-(phthalimido)ethyl]pyridine. The solution was treated with 5 ml (10 mmol) of a 2N solution of hydrogen chloride in methanol. The solvent was distilled off to obtain the desired powder. The powder thus obtained was washed with ether to obtain 233 mg of the desired compound (yield: 79.0%, pale yellow powder). The reactants are C(C1=CC=CC=C1)(=O)NC=1C=C(C(=O)O)C=CN1 (2-benzamidoisonicotinic acid), C(C(=O)Cl)(=O)Cl (oxalyl chloride), ON=C(CC1=CC=CC=C1)N (N′-hydroxy-2-phenylacetimidamide), N1=CC=CC=C1 (pyridine), [OH-].COC(=O)NS(=O)(=O)[N+](CC)(CC)CC ((methoxycarbonylsulfamoyl)triethylammonium hydroxide). Solvent: ClCCl (dichloromethane), CN(C=O)C (N,N-dimethylformamide), CN(C=O)C (N,N-dimethylformamide), C(C)(=O)OCC (ethyl acetate). Reaction conditions: time 1 hour. The product is C(C1=CC=CC=C1)C1=NOC(=N1)C1=CC(=NC=C1)NC(C1=CC=CC=C1)=O (N-[4-(3-benzyl-[1,2,4]oxadiazol-5-yl)-pyridin-2-yl]-benzamide). Reaction SMILES: [C:1]([NH:9][C:10]1[CH:11]=[C:12]([CH:16]=[CH:17][N:18]=1)[C:13]([OH:15])=O)(=[O:8])[C:2]1[CH:7]=[CH:6][CH:5]=[CH:4][CH:3]=1.C(Cl)(=O)C(Cl)=O.O[N:26]=[C:27]([NH2:35])[CH2:28][C:29]1[CH:34]=[CH:33][CH:32]=[CH:31][CH:30]=1.N1C=CC=CC=1.[OH-].COC(NS([N+](CC)(CC)CC)(=O)=O)=O>ClCCl.CN(C)C=O.C(OCC)(=O)C>[CH2:28]([C:27]1[N:35]=[C:13]([C:12]2[CH:16]=[CH:17][N:18]=[C:10]([NH:9][C:1](=[O:8])[C:2]3[CH:3]=[CH:4][CH:5]=[CH:6][CH:7]=3)[CH:11]=2)[O:15][N:26]=1)[C:29]1[CH:34]=[CH:33][CH:32]=[CH:31][CH:30]=1 |f:4.5|. Reported procedure: To a solution of 2-benzamidoisonicotinic acid (0.35 g, 1.44 mmol) and N,N-dimethylformamide (0.1 mL) in dichloromethane (5 mL) was added oxalyl chloride (0.15 mL, 1.73 mmol) at ambient temperature. The resulting mixture was stirred at ambient temperature for 1 hour and concentrated in vacuo to dryness. The residue was dissolved in N,N-dimethylformamide (2 mL) and added to a solution of N′-hydroxy-2-phenylacetimidamide (0.24 g, 1.59 mmol) and pyridine (0.3 mL, 3.70 mmol) in N,N-dimethylformamide ...